This data is from the Open Reaction Database (ORD), a public repository of structured organic reaction records. The task is: describe an organic reaction: reactants, conditions, products, and yield Starting materials: COc1ccc(S(=O)(=O)c2[nH]c3ccccc3c2Cl)nn1, Cl, C1COCCO1. The product is O=c1ccc(S(=O)(=O)c2[nH]c3ccccc3c2Cl)n[nH]1. Reaction SMILES: [CH3:1][O:2][c:3]1[n:4][n:5][c:6]([S:9](=[O:10])(=[O:11])[c:12]2[nH:13][c:14]3[cH:15][cH:16][cH:17][cH:18][c:19]3[c:20]2[Cl:21])[cH:7][cH:8]1.[ClH:22].[O:23]1[CH2:24][CH2:25][O:26][CH2:27][CH2:28]1>>[O:2]=[c:3]1[nH:4][n:5][c:6]([S:9](=[O:10])(=[O:11])[c:12]2[nH:13][c:14]3[cH:15][cH:16][cH:17][cH:18][c:19]3[c:20]2[Cl:21])[cH:7][cH:8]1. Starting materials: CCC(CC)(c1ccc(-c2cncc(CC(=O)OC)c2)cc1)c1ccc(C#CC2(O)CCCC2)c(C)c1, CO, [Cl-], [NH4+], [Na+], [OH-]. The product is CCC(CC)(c1ccc(-c2cncc(CC(=O)O)c2)cc1)c1ccc(C#CC2(O)CCCC2)c(C)c1. RXN SMILES: [CH3:3][O:4][C:5]([CH2:6][c:7]1[cH:8][n:9][cH:10][c:11](-[c:13]2[cH:14][cH:15][c:16]([C:19]([CH2:20][CH3:21])([c:22]3[cH:23][c:24]([CH3:36])[c:25]([C:28]#[C:29][C:30]4([OH:35])[CH2:31][CH2:32][CH2:33][CH2:34]4)[cH:26][cH:27]3)[CH2:37][CH3:38])[cH:17][cH:18]2)[cH:12]1)=[O:39].[CH3:42][OH:43].[Cl-:40].[NH4+:41].[Na+:2].[OH-:1]>>[O:4]=[C:5]([CH2:6][c:7]1[cH:8][n:9][cH:10][c:11](-[c:13]2[cH:14][cH:15][c:16]([C:19]([CH2:20][CH3:21])([c:22]3[cH:23][c:24]([CH3:36])[c:25]([C:28]#[C:29][C:30]4([OH:35])[CH2:31][CH2:32][CH2:33][CH2:34]4)[cH:26][cH:27]3)[CH2:37][CH3:38])[cH:17][cH:18]2)[cH:12]1)[OH:39]. Reactants: [Li]CCCC, CN1CCCN(C)C1=O, CC(C)NC(C)C, O=C(O)Cc1ccc(I)cc1, ICC1CCCC1, C1CCOC1. Reaction SMILES: [CH2:8]([Li:9])[CH2:10][CH2:11][CH3:12].[CH3:36][N:37]1[CH2:38][CH2:39][CH2:40][N:41]([CH3:42])[C:43]1=[O:44].[CH:1]([NH:2][CH:3]([CH3:4])[CH3:5])([CH3:6])[CH3:7].[I:13][c:14]1[cH:15][cH:16][c:17]([CH2:20][C:21](=[O:22])[OH:23])[cH:18][cH:19]1.[I:24][CH2:25][CH:26]1[CH2:27][CH2:28][CH2:29][CH2:30]1.[O:31]1[CH2:32][CH2:33][CH2:34][CH2:35]1>>[I:13][c:14]1[cH:15][cH:16][c:17]([CH:20]([C:21](=[O:22])[OH:23])[CH2:25][CH:26]2[CH2:27][CH2:28][CH2:29][CH2:30]2)[cH:18][cH:19]1. Yields the product O=C(O)C(CC1CCCC1)c1ccc(I)cc1. Starting materials: O=C([O-])[O-], CC(C)(C)OC(=O)CBr, CC(C)CC(NS(=O)(=O)c1ccc(Cl)cc1)C(N)=O, [K+], [K+], CN(C)C=O. Product: CC(C)CC(C(N)=O)N(CC(=O)OC(C)(C)C)S(=O)(=O)c1ccc(Cl)cc1. RXN SMILES: [C:20](=[O:21])([O-:22])[O-:23].[C:26]([CH3:27])([CH3:28])([CH3:29])[O:30][C:31]([CH2:32][Br:33])=[O:34].[Cl:1][c:2]1[cH:3][cH:4][c:5]([S:8](=[O:9])(=[O:10])[NH:11][CH:12]([C:13](=[O:14])[NH2:15])[CH2:16][CH:17]([CH3:18])[CH3:19])[cH:6][cH:7]1.[K+:24].[K+:25].[O:35]=[CH:36][N:37]([CH3:38])[CH3:39]>>[Cl:1][c:2]1[cH:3][cH:4][c:5]([S:8](=[O:9])(=[O:10])[N:11]([CH:12]([C:13](=[O:14])[NH2:15])[CH2:16][CH:17]([CH3:18])[CH3:19])[CH2:32][C:31]([O:30][C:26]([CH3:27])([CH3:28])[CH3:29])=[O:34])[cH:6][cH:7]1. Starting materials: COC(=O)c1ccc(OC)c(C)c1NC(=O)c1nc(C(F)(F)F)cs1, CCO, [Li+], [OH-], O, O=C(O)CC(O)(CC(=O)O)C(=O)O. Product: COc1ccc(C(=O)O)c(NC(=O)c2nc(C(F)(F)F)cs2)c1C. Reaction SMILES: [CH3:3][O:4][C:5]([c:6]1[c:7]([NH:15][C:16](=[O:17])[c:18]2[s:19][cH:20][c:21]([C:23]([F:24])([F:25])[F:26])[n:22]2)[c:8]([CH3:14])[c:9]([O:12][CH3:13])[cH:10][cH:11]1)=[O:27].[CH3:41][CH2:42][OH:43].[Li+:2].[OH-:1].[OH2:44].[OH:28][C:29]([CH2:30][C:31]([C:32](=[O:33])[OH:34])([CH2:35][C:36](=[O:37])[OH:38])[OH:39])=[O:40]>>[O:4]=[C:5]([c:6]1[c:7]([NH:15][C:16](=[O:17])[c:18]2[s:19][cH:20][c:21]([C:23]([F:24])([F:25])[F:26])[n:22]2)[c:8]([CH3:14])[c:9]([O:12][CH3:13])[cH:10][cH:11]1)[OH:27]. Reactants: C(C)(C)(C)C1=NN(C(=C1)NC(NC1=CC=C(C2=CC=CC=C12)OC1=CC(=NC=C1)NC(COC)=O)=O)C1=CC=C(C=C1)[N+](=O)[O-] (N-(4-(4-(3-(3-tert-butyl-1-(4-nitrophenyl)-1H-pyrazol-5-yl)ureido)naphthalen-1-yloxy)pyridin-2-yl)-2-methoxyacetamide), [H][H] (hydrogen). Reagents/catalysts: [Pt] (Pt—C). Run in CO (MeOH), CC(=O)O (AcOH). Yields the product NC1=CC=C(C=C1)N1N=C(C=C1NC(NC1=CC=C(C2=CC=CC=C12)OC1=CC(=NC=C1)NC(COC)=O)=O)C(C)(C)C (N-(4-(4-(3-(1-(4-Aminophenyl)-3-tert-butyl-1H-pyrazol-5-yl)ureido) naphthalen-1-yloxy)pyridin-2-yl)-2-methoxyacetamide). As a reaction SMILES: [C:1]([C:5]1[CH:9]=[C:8]([NH:10][C:11](=[O:36])[NH:12][C:13]2[C:22]3[C:17](=[CH:18][CH:19]=[CH:20][CH:21]=3)[C:16]([O:23][C:24]3[CH:29]=[CH:28][N:27]=[C:26]([NH:30][C:31](=[O:35])[CH2:32][O:33][CH3:34])[CH:25]=3)=[CH:15][CH:14]=2)[N:7]([C:37]2[CH:42]=[CH:41][C:40]([N+:43]([O-])=O)=[CH:39][CH:38]=2)[N:6]=1)([CH3:4])([CH3:3])[CH3:2].[H][H]>CO.CC(O)=O.[Pt]>[NH2:43][C:40]1[CH:39]=[CH:38][C:37]([N:7]2[C:8]([NH:10][C:11](=[O:36])[NH:12][C:13]3[C:22]4[C:17](=[CH:18][CH:19]=[CH:20][CH:21]=4)[C:16]([O:23][C:24]4[CH:29]=[CH:28][N:27]=[C:26]([NH:30][C:31](=[O:35])[CH2:32][O:33][CH3:34])[CH:25]=4)=[CH:15][CH:14]=3)=[CH:9][C:5]([C:1]([CH3:4])([CH3:3])[CH3:2])=[N:6]2)=[CH:42][CH:41]=1. Procedure details: A solution of N-(4-(4-(3-(3-tert-butyl-1-(4-nitrophenyl)-1H-pyrazol-5-yl)ureido)naphthalen-1-yloxy)pyridin-2-yl)-2-methoxyacetamide (270 mg, 0.443 mmol) in a mixture of MeOH (20 mL) and AcOH (1.0 mL) was subjected to hydrogenation by passage through a Thales H-cube (1.0 mL min−1, 40° C., 55 mm, 10% Pt—C Cat-Cart, full hydrogen mode). The reaction mixture was evaporated in vacuo and the residue was partitioned between EtOAc (15 mL) and saturated aq. NaHCO3 (15 mL). The organic layer was separated... The reactants are Cl.N[C@@H](CC(C(=O)OCC)C)CC1=CC=C(C=C1)C1=CC(=CC=C1)Cl ((4S)-ethyl 4-amino-5-(3′-chlorobiphenyl-4-yl)-2-methylpentanoate hydrochloride salt), TEA, ClC(C(=O)OCC)=O (ethyl 2-chloro-2-oxoacetate). Solvent: CN(C)C=O (DMF). Yields the product ClC=1C=C(C=CC1)C1=CC=C(C=C1)C[C@H](CC(C(=O)OCC)C)NC(C(=O)OCC)=O ((4S)-ethyl 5-(3′-chlorobiphenyl-4-yl)-4-(2-ethoxy-2-oxoacetamido)-2-methylpentanoate). Isolated yield 82.1%. RXN SMILES: Cl.[NH2:2][C@H:3]([CH2:12][C:13]1[CH:18]=[CH:17][C:16]([C:19]2[CH:24]=[CH:23][CH:22]=[C:21]([Cl:25])[CH:20]=2)=[CH:15][CH:14]=1)[CH2:4][CH:5]([CH3:11])[C:6]([O:8][CH2:9][CH3:10])=[O:7].Cl[C:27](=[O:33])[C:28]([O:30][CH2:31][CH3:32])=[O:29]>CN(C=O)C>[Cl:25][C:21]1[CH:20]=[C:19]([C:16]2[CH:15]=[CH:14][C:13]([CH2:12][C@@H:3]([NH:2][C:27](=[O:33])[C:28]([O:30][CH2:31][CH3:32])=[O:29])[CH2:4][CH:5]([CH3:11])[C:6]([O:8][CH2:9][CH3:10])=[O:7])=[CH:18][CH:17]=2)[CH:24]=[CH:23][CH:22]=1 |f:0.1|. Procedure details: To a solution of (4S)-ethyl 4-amino-5-(3′-chlorobiphenyl-4-yl)-2-methylpentanoate hydrochloride salt (600 mg, 1.74 mmol) in DMF (13.1 mL) is added TEA (0.25 mL, 1.82 mmol) and ethyl 2-chloro-2-oxoacetate (0.19 mL, 1.74 mmol) at room temperature. After stirring this reaction for 1 hour at room temperature, the reaction is quenched with H2O, and diluted in EtOAc. The organic layer is washed with brine, dried over Na2SO4, filtered, and concentrated under reduced pressure. The obtained residue is pu... The reactants are ClN1C(CCC1=O)=O (N-chlorosuccinimide), CCCCCC.ClCCl (hexane dichloromethane), C(C)OC(=O)C1SCCCS1 (1,3-dithiane-2-carboxylic acid ethyl ester), S(=O)([O-])[O-].[Na+].[Na+] (sodium sulphite), C([O-])([O-])=O.[Na+].[Na+] (sodium carbonate). The reagents and catalysts are [N+](=O)([O-])[O-].[Ag+] (silver nitrate). Run in C(C)#N.O (acetonitrile water), C(C)#N (acetonitrile), [Cl-].[Na+].O (brine). Yields the product C(C)OC(C(CCCC1OCC2=C1C=CC=C2)=O)=O (2,3-Dihydro-α-oxo-2-benzofuran-pentanoic acid ethyl ester). Reaction SMILES: [CH2:1]([O:3][C:4]([CH:6]1SCCCS1)=[O:5])[CH3:2].ClN1[C:17](=O)[CH2:16][CH2:15][C:14]1=O.S([O-])([O-])=[O:21].[Na+].[Na+].[C:26](=[O:29])([O-])[O-].[Na+].[Na+].[CH3:32][CH2:33][CH2:34][CH2:35][CH2:36][CH3:37].ClCCl>C(#N)C.C(#N)C.O.[Cl-].[Na+].O.[N+]([O-])([O-])=O.[Ag+]>[CH2:1]([O:3][C:4](=[O:5])[C:6](=[O:21])[CH2:14][CH2:15][CH2:16][CH:17]1[C:35]2[CH:36]=[CH:37][CH:32]=[CH:33][C:34]=2[CH2:26][O:29]1)[CH3:2] |f:2.3.4,5.6.7,8.9,11.12,13.14.15,16.17|. Procedure: 3-[2,3-Dihydro-2-benzofuranyl)propyl]-1,3-dithiane-2-carboxylic acid ethyl ester (8.0 g) dissolved in acetonitrile (15 mls) was added rapidly to a stirred solution of N-chlorosuccinimide (120 g) and silver nitrate (17.6 g) in 80% acetonitrile-water at 25° C. After 10 minutes saturated solutions of sodium sulphite (50 mls), sodium carbonate (50 mls) and brine were added successively at one minute intervals. To this mixture, a solution of hexane-dichloromethane (1:1, 250 mls) was added followed by...